The task is: describe an organic reaction: reactants, conditions, products, and yield. This data is from the Open Reaction Database (ORD), a public repository of structured organic reaction records. The reactants are CC#CCBr, Cn1c(=O)[nH]c(=O)c2[nH]c(Br)nc21, CN(C)C=O, CCN(C(C)C)C(C)C, O. Yields the product CC#CCn1c(Br)nc2c1c(=O)[nH]c(=O)n2C. Reaction SMILES: [Br:23][CH2:24][C:25]#[C:26][CH3:27].[CH3:1][n:2]1[c:3](=[O:13])[nH:4][c:5](=[O:12])[c:6]2[nH:7][c:8]([Br:11])[n:9][c:10]12.[CH3:28][N:29]([CH3:30])[CH:31]=[O:32].[CH:14]([N:15]([CH:16]([CH3:17])[CH3:18])[CH2:19][CH3:20])([CH3:21])[CH3:22].[OH2:33]>>[CH3:1][n:2]1[c:3](=[O:13])[nH:4][c:5](=[O:12])[c:6]2[n:7]([CH2:24][C:25]#[C:26][CH3:27])[c:8]([Br:11])[n:9][c:10]12. Starting materials: ClC=1C=C(C=CC1Cl)C(CC=O)C1N(C(C2=CC=CC=C12)=O)C (3-(3,4-Dichlorophenyl)-3-(2-methyl-3-oxo-2,3-dihydro-1H-isoindol-1-yl)propionaldehyde), OC1=CC=C(C=C1)C1CCNCC1 (4-(4-hydroxy-phenyl)piperidine). Product: Cl.ClC=1C=C(C=CC1Cl)C(CCN1CCC(CC1)C1=CC=C(C=C1)O)C1N(C(C2=CC=CC=C12)=O)C (3-[1-(3,4-Dichlorophenyl)-3-(4-(4-hydroxyphenyl)piperidino)propyl]-2-methyl-2,3-dihydroisoindol-1-one hydrochloride). Isolated yield 139.7%. RXN SMILES: [Cl:1][C:2]1[CH:3]=[C:4]([CH:9]([CH:13]2[C:21]3[C:16](=[CH:17][CH:18]=[CH:19][CH:20]=3)[C:15](=[O:22])[N:14]2[CH3:23])[CH2:10][CH:11]=O)[CH:5]=[CH:6][C:7]=1[Cl:8].[OH:24][C:25]1[CH:30]=[CH:29][C:28]([CH:31]2[CH2:36][CH2:35][NH:34][CH2:33][CH2:32]2)=[CH:27][CH:26]=1>>[ClH:1].[Cl:1][C:2]1[CH:3]=[C:4]([CH:9]([CH:13]2[C:21]3[C:16](=[CH:17][CH:18]=[CH:19][CH:20]=3)[C:15](=[O:22])[N:14]2[CH3:23])[CH2:10][CH2:11][N:34]2[CH2:33][CH2:32][CH:31]([C:28]3[CH:29]=[CH:30][C:25]([OH:24])=[CH:26][CH:27]=3)[CH2:36][CH2:35]2)[CH:5]=[CH:6][C:7]=1[Cl:8] |f:2.3|. Procedure details: 3-(3,4-Dichlorophenyl)-3-(2-methyl-3-oxo-2,3-dihydro-1H-isoindol-1-yl)propionaldehyde (0.378 g) was coupled to 4-(4-hydroxy-phenyl)piperidine (0.191 g) by a method similar to that described in Example 8. The reaction product was not purified by chromatography but converted to the corresponding hydrochloride salt as described in Example 8 to afford the title compound (0.414 g); mp 150°-160° C.; MS: m/z=508(M+1); NMR(CD3SOCD3): 1.93-2.06 (m,4), 2.65-2.73 (m,3), 3.06 (s,3), 3.35 (m,4), 3.6-3.7 (m,3...